The task is: describe an organic reaction: reactants, conditions, products, and yield. This data is from the Open Reaction Database (ORD), a public repository of structured organic reaction records. Reactants: COC(=O)C1(CC1)C1=CC=C(C=C1)C1=CC=C(C=C1)C=1N=NN(C1NC(=O)OC(C)C1=CC(=CC=C1)C(F)(F)F)C (1-(4′-{1-Methyl-5-[1-(3-trifluoromethyl-phenyl)-ethoxycarbonylamino]-1H-[1,2,3]triazol-4-yl}-biphenyl-4-yl)-cyclopropanecarboxylic acid methyl ester), C1CCOC1 (THF), [OH-].[Na+] (sodium hydroxide). The solvent is C(C)O (ethanol). Run at time 8 hour. Yields the product CN1N=NC(=C1NC(=O)OC(C)C1=CC(=CC=C1)C(F)(F)F)C1=CC=C(C=C1)C1=CC=C(C=C1)C1(CC1)C(=O)O (1-(4′-{1-methyl-5-[1-(3-trifluoromethyl-phenyl)-ethoxycarbonylamino]-1H-[1,2,3]triazol-4-yl}-biphenyl-4-yl)-cyclopropanecarboxylic acid). Yield: 100.1%. As a reaction SMILES: C[O:2][C:3]([C:5]1([C:8]2[CH:13]=[CH:12][C:11]([C:14]3[CH:19]=[CH:18][C:17]([C:20]4[N:21]=[N:22][N:23]([CH3:41])[C:24]=4[NH:25][C:26]([O:28][CH:29]([C:31]4[CH:36]=[CH:35][CH:34]=[C:33]([C:37]([F:40])([F:39])[F:38])[CH:32]=4)[CH3:30])=[O:27])=[CH:16][CH:15]=3)=[CH:10][CH:9]=2)[CH2:7][CH2:6]1)=[O:4].C1COCC1.[OH-].[Na+]>C(O)C>[CH3:41][N:23]1[C:24]([NH:25][C:26]([O:28][CH:29]([C:31]2[CH:36]=[CH:35][CH:34]=[C:33]([C:37]([F:38])([F:39])[F:40])[CH:32]=2)[CH3:30])=[O:27])=[C:20]([C:17]2[CH:18]=[CH:19][C:14]([C:11]3[CH:10]=[CH:9][C:8]([C:5]4([C:3]([OH:4])=[O:2])[CH2:7][CH2:6]4)=[CH:13][CH:12]=3)=[CH:15][CH:16]=2)[N:21]=[N:22]1 |f:2.3|. Procedure details: 1-(4′-{1-Methyl-5-[1-(3-trifluoromethyl-phenyl)-ethoxycarbonylamino]-1H-[1,2,3]triazol-4-yl}-biphenyl-4-yl)-cyclopropanecarboxylic acid methyl ester (410 mg, 0.726 mmol) was dissolved 4 mL of THF and 4 mL of ethanol. To this stirred solution was added 1N sodium hydroxide solution (8 mL). The mixture was stirred at room temperature overnight. TLC indicated complete consumption of the starting material. The mixture was concentrated and the residue was dissolved in 15 mL of water. Dilute hydrochlor... Reactants: N (ammonia), O (water), C(C)(C)(C)C1=CC(=C(C=C1)CC(=O)O)C(C1=CC=C(C=C1)CC(=O)O)=O (4-t-butyl-2-(4-carboxymethylbenzoyl)phenylacetic acid). Reagents/catalysts: [Zn] (zinc), S(=O)(=O)([O-])[O-].[Cu+2] (copper sulfate). The solvent is C(C)O (ethanol). Reaction conditions: temperature 80 celsius. Product: C(C)(C)(C)C1=CC(=C(C=C1)CC(=O)O)CC1=CC=C(C=C1)CC(=O)O (4-t-butyl-2-(4-carboxymethylbenzyl)phenylacetic acid). Yield: 59.0%. Reaction SMILES: N.O.[C:3]([C:7]1[CH:12]=[CH:11][C:10]([CH2:13][C:14]([OH:16])=[O:15])=[C:9]([C:17](=O)[C:18]2[CH:23]=[CH:22][C:21]([CH2:24][C:25]([OH:27])=[O:26])=[CH:20][CH:19]=2)[CH:8]=1)([CH3:6])([CH3:5])[CH3:4]>C(O)C.[Zn].S([O-])([O-])(=O)=O.[Cu+2]>[C:3]([C:7]1[CH:12]=[CH:11][C:10]([CH2:13][C:14]([OH:16])=[O:15])=[C:9]([CH2:17][C:18]2[CH:19]=[CH:20][C:21]([CH2:24][C:25]([OH:27])=[O:26])=[CH:22][CH:23]=2)[CH:8]=1)([CH3:6])([CH3:4])[CH3:5] |f:5.6|. Procedure details: A mixture of 25 ml of 30% aqueous ammonia and 12.5 ml of water was added to 17.5 g of active zinc powder. The mixture was heated at 80° C. with stirring. A saturated aqueous solution of copper sulfate (0.8 ml) was added, and then, a solution of 3.0 g of 4-t-butyl-2-(4-carboxymethylbenzoyl)phenylacetic acid in 25 ml of ethanol was added dropwise. The mixture was stirred at the same temperature for 30 hours. After the reaction, the reaction mixture was cooled, and the insoluble matter was separate...